Dataset: the Open Reaction Database (ORD), a public repository of structured organic reaction records. Task: describe an organic reaction: reactants, conditions, products, and yield Reactants: C(C)NCC (diethylamine), CN(C)C(C#N)C (dimethylaminopropionitrile), tetraethyl, secondary amine. Reagents/catalysts: [Pd] (palladium). The product is CN(CCCNCCCN(C)C)C (bis(3-dimethylaminopropyl)amine). Yield: 58.0%. Reaction SMILES: [CH2:1]([NH:3][CH2:4][CH3:5])[CH3:2].[CH3:6][N:7]([CH:9](C)C#N)[CH3:8]>[Pd]>[CH3:9][N:7]([CH3:6])[CH2:8][CH2:2][CH2:1][NH:3][CH2:4][CH2:5][CH2:6][N:7]([CH3:9])[CH3:8]. Procedure details: GB-A 1,157,637, GB-A 1,157,638 and GB-A 1,157,639 disclose the reaction of 2-methylglutarodinitrile with diethylamine in the presence of hydrogen and palladium on barium sulfate or preferably palladium on carbon to form 5-diethylamino-2-methylvaleronitrile. Despite the long reaction time and a diethylamine excess of 200 mol % no tetraethyl derivative was found, although the diethylamino group reacts not only with the nitrile groups in position 5 but also with that in position 1 (ratio 4 to 1). D... Starting materials: c1ccc(CC2CCNCC2)cc1, Cc1ccc(-c2oncc2C(=O)O)cc1. Product: Cc1ccc(-c2oncc2C(=O)N2CCC(Cc3ccccc3)CC2)cc1. Reaction SMILES: [CH2:16]([c:17]1[cH:18][cH:19][cH:20][cH:21][cH:22]1)[CH:23]1[CH2:24][CH2:25][NH:26][CH2:27][CH2:28]1.[CH3:1][c:2]1[cH:3][cH:4][c:5](-[c:8]2[c:9]([C:13](=[O:14])[OH:15])[cH:10][n:11][o:12]2)[cH:6][cH:7]1>>[CH3:1][c:2]1[cH:3][cH:4][c:5](-[c:8]2[c:9]([C:13](=[O:15])[N:26]3[CH2:25][CH2:24][CH:23]([CH2:16][c:17]4[cH:18][cH:19][cH:20][cH:21][cH:22]4)[CH2:28][CH2:27]3)[cH:10][n:11][o:12]2)[cH:6][cH:7]1.